Dataset: the Open Reaction Database (ORD), a public repository of structured organic reaction records. Task: describe an organic reaction: reactants, conditions, products, and yield The reactants are CO, [N-]=[N+]=NCC(CC(=O)O)S(=O)(=O)O. Product: NCC(CC(=O)O)S(=O)(=O)O. Reaction SMILES: [CH3:14][OH:15].[N:1](=[N+:2]=[N-:3])[CH2:4][CH:5]([CH2:6][C:7](=[O:8])[OH:9])[S:10](=[O:11])(=[O:12])[OH:13]>>[NH2:1][CH2:4][CH:5]([CH2:6][C:7](=[O:8])[OH:9])[S:10](=[O:11])(=[O:12])[OH:13]. Reactants: Cl.CCOC(=O)C (HCl EtOAc), ClC1=CC(=C(C=C1F)C=1N=C(C2=C(N1)C=CS2)N2CCC(CCC2)C#N)F (1-[2-(4-chloro-2,5-difluorophenyl)thieno[3,2-d]pyrimidine-4-yl]azepane-4-carbonitrile), Cl (HCl). Solvent: C1CCOC1 (THF). Reaction conditions: temperature 80 celsius, time 3 hour. Yields the product Cl.ClC1=CC(=C(C=C1F)C=1N=C(C2=C(N1)C=CS2)N2CCC(CCC2)C(=O)O)F (1-[2-(4-chloro-2,5-difluorophenyl)thieno[3,2-d]pyrimidine-4-yl]azepane-4-carboxylic acid hydrochloride). Reaction SMILES: [Cl:1][C:2]1[C:7]([F:8])=[CH:6][C:5]([C:9]2[N:10]=[C:11]([N:18]3[CH2:24][CH2:23]C[CH:21](C#N)[CH2:20][CH2:19]3)[C:12]3[S:17][CH:16]=[CH:15][C:13]=3[N:14]=2)=[C:4]([F:27])[CH:3]=1.Cl.Cl.CC[O:32][C:33]([CH3:35])=[O:34]>C1COCC1>[ClH:1].[Cl:1][C:2]1[C:7]([F:8])=[CH:6][C:5]([C:9]2[N:10]=[C:11]([N:18]3[CH2:19][CH2:20][CH2:21][CH:35]([C:33]([OH:32])=[O:34])[CH2:23][CH2:24]3)[C:12]3[S:17][CH:16]=[CH:15][C:13]=3[N:14]=2)=[C:4]([F:27])[CH:3]=1 |f:2.3,5.6|. Procedure: A mixture of 260 mg of 1-[2-(4-chloro-2,5-difluorophenyl)thieno[3,2-d]pyrimidine-4-yl]azepane-4-carbonitrile and 35% HCl aq was stirred for 3 hours at 80° C. After the reaction mixture was concentrated and dried under reduced pressure, the obtained residue was purified by silica gel column chromatography (chloroform-MeOH) to give a solid. THF and 0.2 ml of 4M HCl-EtOAc solution were added to the obtained solid. After the solvent was removed under reduced pressure, the residue washed with EtOAc t... Reactants: NC1=C2NC(N(C2=NC(=N1)OCCCC)CCCN(CCCO)CC1=CC=C(C=C1)CC(=O)O)=O ([4-({[3-(6-Amino-2-butoxy-8-oxo-7,8-dihydro-9H-purin-9-yl)propyl](3-hydroxypropyl)amino}methyl)phenyl]acetic acid), CO (MeOH). The solvent is Cl[Si](C)(C)C (chlorotrimethylsilane). Reaction conditions: time 1 hour. Product: NC1=C2NC(N(C2=NC(=N1)OCCCC)CCCN(CCCO)CC1=CC=C(C=C1)CC(=O)OC)=O (Methyl [4-({[3-(6-amino-2-butoxy-8-oxo-7,8-dihydro-9H-purin-9-yl)propyl](3-hydroxypropyl)amino}methyl)phenyl]acetate). RXN SMILES: [NH2:1][C:2]1[N:10]=[C:9]([O:11][CH2:12][CH2:13][CH2:14][CH3:15])[N:8]=[C:7]2[C:3]=1[NH:4][C:5](=[O:35])[N:6]2[CH2:16][CH2:17][CH2:18][N:19]([CH2:24][C:25]1[CH:30]=[CH:29][C:28]([CH2:31][C:32]([OH:34])=[O:33])=[CH:27][CH:26]=1)[CH2:20][CH2:21][CH2:22][OH:23].[CH3:36]O>Cl[Si](C)(C)C>[NH2:1][C:2]1[N:10]=[C:9]([O:11][CH2:12][CH2:13][CH2:14][CH3:15])[N:8]=[C:7]2[C:3]=1[NH:4][C:5](=[O:35])[N:6]2[CH2:16][CH2:17][CH2:18][N:19]([CH2:24][C:25]1[CH:26]=[CH:27][C:28]([CH2:31][C:32]([O:34][CH3:36])=[O:33])=[CH:29][CH:30]=1)[CH2:20][CH2:21][CH2:22][OH:23]. Procedure details: To the product from step (ii) (0.38 g) in MeOH, chlorotrimethylsilane (3 mL) was added and the mixture stirred at rt for 1 hr. The solvent was removed to give the subtitle compound as a cream solid (0.39 g); MS multimode (+) 501. Reactants: COC=1C=C(C=C(C1NC)OC)C(CS(=O)(=O)C)=O (3',5'-dimethoxy-4'-(methylamino)-2-(methylsulfonyl)-acetophenone), [BH4-].[Na+] (sodium borohydride). Solvent: C(C)O (ethanol). Product: COC=1C=C(C(CS(=O)(=O)C)O)C=C(C1NC)OC (3,5-dimethoxy-4-(methylamino)-α-[(methylsulfonyl)-methyl]-benzyl alcohol). As a reaction SMILES: [CH3:1][O:2][C:3]1[CH:4]=[C:5]([C:13](=[O:19])[CH2:14][S:15]([CH3:18])(=[O:17])=[O:16])[CH:6]=[C:7]([O:11][CH3:12])[C:8]=1[NH:9][CH3:10].[BH4-].[Na+]>C(O)C>[CH3:1][O:2][C:3]1[CH:4]=[C:5]([CH:6]=[C:7]([O:11][CH3:12])[C:8]=1[NH:9][CH3:10])[CH:13]([OH:19])[CH2:14][S:15]([CH3:18])(=[O:17])=[O:16] |f:1.2|. Procedure details: A suspension of 31 g. of 3',5'-dimethoxy-4'-(methylamino)-2-(methylsulfonyl)-acetophenone and 16.3 g. of sodium borohydride in 600 ml. of ethanol was stirred at room temperature for 16 hours. The solution was diluted with 600 ml. of water and the alcohol was removed by distillation under vacuum. The crystals formed were filtered with suction, washed with water and dried, whereby there was obtained 3,5-dimethoxy-4-(methylamino)-α-[(methylsulfonyl)-methyl]-benzyl alcohol having a melting point of ... Starting materials: O=C1NCCC2=C1C=C(N2)C=2C=CC=C1C=CC(=NC21)O[C@H]2CN(CCC2)C(=O)OC(C)(C)C ((R)-tert-butyl 3-((8-(4-oxo-4,5,6,7-tetrahydro-1H-pyrrolo[3,2-c]pyridin-2-yl)quinolin-2-yl)oxy)piperidine-1-carboxylate), C(=O)(C(F)(F)F)O (TFA). Solvent: C(Cl)Cl (DCM). Reaction conditions: time 20 minute. Product: FC(C(=O)O)(F)F.N1C[C@@H](CCC1)OC1=NC2=C(C=CC=C2C=C1)C1=CC=2C(NCCC2N1)=O ((R)-2-(2-(piperidin-3-yloxy)quinolin-8-yl)-6,7-dihydro-1H-pyrrolo[3,2-c]pyridin-4(5H)-one 2,2,2-trifluoroacetate). Isolated yield 13.2%. As a reaction SMILES: [O:1]=[C:2]1[C:7]2[CH:8]=[C:9]([C:11]3[CH:12]=[CH:13][CH:14]=[C:15]4[C:20]=3[N:19]=[C:18]([O:21][C@@H:22]3[CH2:27][CH2:26][CH2:25][N:24](C(OC(C)(C)C)=O)[CH2:23]3)[CH:17]=[CH:16]4)[NH:10][C:6]=2[CH2:5][CH2:4][NH:3]1.[C:35]([OH:41])([C:37]([F:40])([F:39])[F:38])=[O:36]>C(Cl)Cl>[F:38][C:37]([F:40])([F:39])[C:35]([OH:41])=[O:36].[NH:24]1[CH2:25][CH2:26][CH2:27][C@@H:22]([O:21][C:18]2[CH:17]=[CH:16][C:15]3[C:20](=[C:11]([C:9]4[NH:10][C:6]5[CH2:5][CH2:4][NH:3][C:2](=[O:1])[C:7]=5[CH:8]=4)[CH:12]=[CH:13][CH:14]=3)[N:19]=2)[CH2:23]1 |f:3.4|. Procedure details: To a solution of (R)-tert-butyl 3-((8-(4-oxo-4,5,6,7-tetrahydro-1H-pyrrolo[3,2-c]pyridin-2-yl)quinolin-2-yl)oxy)piperidine-1-carboxylate (117 mg, 0.25 mmol) in DCM (3.0 mL) at 0° C. was added TFA (0.5 mL, 6.73 mmol). The reaction was stirred at RT for 20 min. The solution was concentrated, the residue was dissolved in DCM and washed with a saturated aq. solution of NaHCO3. The aq. layer was extracted with DCM (2×). The combined organic layers were dried over MgSO4, filtered and concentrated. The... Reported procedure: 2.0 g of 4-(4-benzoylbutyl)-1-(cyanomethylamino)-piperazine dihydrochloride was dissolved in 22 ml of water, and while the solution was cooled to below 5° C., an aqueous solution containing 1.0 g of sodium nitrite was added over the course of 10 minutes. The reaction was carried out at this temperature for 2 hours. The reaction mixture was extracted with chloroform. The extract was washed with water and dried, and the chloroform was distilled off to give 4-(4-benzoylbutyl)-1-(N-nitrosocyanomethy... RXN SMILES: Cl.Cl.[C:3]([CH2:11][CH2:12][CH2:13][CH2:14][N:15]1[CH2:20][CH2:19][N:18]([NH:21][CH2:22][C:23]#[N:24])[CH2:17][CH2:16]1)(=[O:10])[C:4]1[CH:9]=[CH:8][CH:7]=[CH:6][CH:5]=1.[N:25]([O-])=[O:26].[Na+]>O>[C:3]([CH2:11][CH2:12][CH2:13][CH2:14][N:15]1[CH2:20][CH2:19][N:18]([N:21]([CH2:22][C:23]#[N:24])[N:25]=[O:26])[CH2:17][CH2:16]1)(=[O:10])[C:4]1[CH:9]=[CH:8][CH:7]=[CH:6][CH:5]=1 |f:0.1.2,3.4|. Yields the product C(C1=CC=CC=C1)(=O)CCCCN1CCN(CC1)N(N=O)CC#N (4-(4-benzoylbutyl)-1-(N-nitrosocyanomethylamino)-piperazine). The reactants are Cl.Cl.C(C1=CC=CC=C1)(=O)CCCCN1CCN(CC1)NCC#N (4-(4-benzoylbutyl)-1-(cyanomethylamino)-piperazine dihydrochloride), N(=O)[O-].[Na+] (sodium nitrite). Conditions: time 2 hour. The solvent is O (water). The reactants are BrC=1C=C(C(=O)N)C=C(C1)Br (3,5-Dibromo-benzamide), N1=CC(=CC=C1)N (pyridin-3-ylamine). Yields the product BrC=1C=C(C(=O)N)C=C(C1)NC=1C=NC=CC1 (3-bromo-5-(pyridin-3-ylamino)-benzamide). RXN SMILES: Br[C:2]1[CH:3]=[C:4]([CH:8]=[C:9]([Br:11])[CH:10]=1)[C:5]([NH2:7])=[O:6].[N:12]1[CH:17]=[CH:16][CH:15]=[C:14]([NH2:18])[CH:13]=1>>[Br:11][C:9]1[CH:8]=[C:4]([CH:3]=[C:2]([NH:18][C:14]2[CH:13]=[N:12][CH:17]=[CH:16][CH:15]=2)[CH:10]=1)[C:5]([NH2:7])=[O:6]. Reported procedure: 3,5-Dibromo-benzamide and pyridin-3-ylamine were coupled to give 3-bromo-5-(pyridin-3-ylamino)-benzamide as described for Example 44. 3-Bromo-5-(pyridin-3-ylamino)-benzamide was converted to 3-(1H-indol-4-yl)-5-(pyridin-3-ylamino)-benzamide as described in Example 75. 1H NMR (400 MHz, CDCl3): δ 10.58 (s, 1H), 8.36 (s, 1H), 8.00 (s, 1H), 7.72 (s, 1H), 7.65 (d, J=7.4 Hz, 1H), 7.58 (d, J=1.2 Hz, 2H), 7.39 (d, J=7.8 Hz, 1H), 7.32-7.25 (m, 2H), 7.20-7.10 (m, 2H), 6.62 (d, J=2.9 Hz, 1H). The reactants are CS(=O)(=O)Cl, CC(C)(C)OC(=O)NC(CCO)Cc1ccc(Cl)cc1, ClCCl. As a reaction SMILES: [CH3:21][S:22]([Cl:23])(=[O:24])=[O:25].[Cl:1][c:2]1[cH:3][cH:4][c:5]([CH2:8][CH:9]([CH2:10][CH2:11][OH:12])[NH:13][C:14]([O:15][C:16]([CH3:17])([CH3:18])[CH3:19])=[O:20])[cH:6][cH:7]1.[Cl:26][CH2:27][Cl:28]>>[Cl:1][c:2]1[cH:3][cH:4][c:5]([CH2:8][CH:9]([CH2:10][CH2:11][O:12][S:22]([CH3:21])(=[O:24])=[O:25])[NH:13][C:14]([O:15][C:16]([CH3:17])([CH3:18])[CH3:19])=[O:20])[cH:6][cH:7]1. The product is CC(C)(C)OC(=O)NC(CCOS(C)(=O)=O)Cc1ccc(Cl)cc1. Reactants: C(C)(C)(C)C=1C=CC(=C(C1)C=1N(C(C(N1)(C)C1=CC=C(C=C1)Cl)(C)C1=CC=C(C=C1)Cl)C(=O)Cl)OCC (rac-(4S*,5R*)-2-(5-tert-butyl-2-ethoxy-phenyl)-4,5-bis-(4-chloro-phenyl)-4,5-dimethyl-4,5-dihydro-imidazole-1-carbonyl chloride), Cl.Cl.CS(=O)(=O)CCCN1CCNCC1 (1-(3-methanesulfonyl-propyl)-piperazine dihydrochloride). The product is C(C)(C)(C)C=1C=CC(=C(C1)C=1N([C@]([C@](N1)(C)C1=CC=C(C=C1)Cl)(C)C1=CC=C(C=C1)Cl)C(=O)N1CCN(CC1)CCCS(=O)(=O)C)OCC ([(4S,5R)-2-(5-tert-Butyl-2-ethoxy-phenyl)-4,5-bis-(4-chloro-phenyl)-4,5-dimethyl-4,5-dihydro-imidazol-1-yl]-[4-(3-methanesulfonyl-propyl)-piperazin-1-yl]-methanone). RXN SMILES: [C:1]([C:5]1[CH:6]=[CH:7][C:8]([O:35][CH2:36][CH3:37])=[C:9]([C:11]2[N:12]([C:32](Cl)=[O:33])[C:13]([C:25]3[CH:30]=[CH:29][C:28]([Cl:31])=[CH:27][CH:26]=3)([CH3:24])[C:14]([C:17]3[CH:22]=[CH:21][C:20]([Cl:23])=[CH:19][CH:18]=3)([CH3:16])[N:15]=2)[CH:10]=1)([CH3:4])([CH3:3])[CH3:2].Cl.Cl.[CH3:40][S:41]([CH2:44][CH2:45][CH2:46][N:47]1[CH2:52][CH2:51][NH:50][CH2:49][CH2:48]1)(=[O:43])=[O:42]>>[C:1]([C:5]1[CH:6]=[CH:7][C:8]([O:35][CH2:36][CH3:37])=[C:9]([C:11]2[N:12]([C:32]([N:50]3[CH2:51][CH2:52][N:47]([CH2:46][CH2:45][CH2:44][S:41]([CH3:40])(=[O:42])=[O:43])[CH2:48][CH2:49]3)=[O:33])[C@@:13]([C:25]3[CH:26]=[CH:27][C:28]([Cl:31])=[CH:29][CH:30]=3)([CH3:24])[C@@:14]([C:17]3[CH:22]=[CH:21][C:20]([Cl:23])=[CH:19][CH:18]=3)([CH3:16])[N:15]=2)[CH:10]=1)([CH3:2])([CH3:3])[CH3:4] |f:1.2.3|. Procedure: In a manner analogous to the method described in example 5, rac-(4S*,5R*)-2-(5-tert-butyl-2-ethoxy-phenyl)-4,5-bis-(4-chloro-phenyl)-4,5-dimethyl-4,5-dihydro-imidazole-1-carbonyl chloride was reacted with 1-(3-methanesulfonyl-propyl)-piperazine dihydrochloride (prepared as described in Fotouhi, N. et al. WO 2005110996) to give the title compound as a racemic mixture. The enantiomers were separated by supercritical fluid chromatography (Berger Instrument Multi-Gram II, Daicel ChiralPak OD-H 3×25 ...